This data is from the Open Reaction Database (ORD), a public repository of structured organic reaction records. The task is: describe an organic reaction: reactants, conditions, products, and yield Reactants: [Na] (sodium), BrC1=C(C=CC(=C1)Cl)O (2-bromo-4-chlorophenol), [OH-].[Na+] (sodium hydroxide), BrCS(=O)(=O)O (bromomethanesulfonic acid), [Na] (sodium). Run in O (water). Product: BrC1=C(OCS(=O)(=O)O)C=CC(=C1)Cl (2-bromo-4-chlorophenoxymethanesulfonic acid). Yield: 68.3%. Reaction SMILES: [Br:1][C:2]1[CH:7]=[C:6]([Cl:8])[CH:5]=[CH:4][C:3]=1[OH:9].[OH-].[Na+].Br[CH2:13][S:14]([OH:17])(=[O:16])=[O:15].[Na]>O>[Br:1][C:2]1[CH:7]=[C:6]([Cl:8])[CH:5]=[CH:4][C:3]=1[O:9][CH2:13][S:14]([OH:17])(=[O:16])=[O:15] |f:1.2,^1:17|. Reported procedure: To a solution of 75.0 g of 2-bromo-4-chlorophenol in 65 ml of water is added 16.0 g of sodium hydroxide and 100 g of bromomethanesulfonic acid, sodium salt. The procedure of Example 1, part B, is followed to give about 74.5 g of 2-bromo-4-chlorophenoxymethanesulfonic acid, sodium salt, m.p. above 315° . Starting materials: C([O-])([O-])=O.[K+].[K+] (potassium carbonate), C(C(=O)Cl)(=O)Cl (Oxalyl chloride), CC1=CC(=NC=C1C(=O)O)C (4,6-dimethylnicotinic acid), FC(C1=NN(C(=C1)C(F)(F)F)C1=CC=C(N)C=C1)(F)F (4-[3,5-bis(trifluoromethyl)-1H-pyrazol-1-yl]aniline). Run in ClCCl (dichloromethane), ClCCl (dichloromethane). Reaction conditions: temperature 17.5 celsius, time 1 hour. Yields the product CC1=CC(=NC=C1C(=O)NC1=CC=C(C=C1)N1N=C(C=C1C(F)(F)F)C(F)(F)F)C (4,6-dimethyl-4′-[3,5-bis(trifluoromethyl)-1H-pyrazol-1-yl]nicotinanilide). Yield: 78.0%. RXN SMILES: C(Cl)(=O)C(Cl)=O.[CH3:7][C:8]1[C:13]([C:14]([OH:16])=O)=[CH:12][N:11]=[C:10]([CH3:17])[CH:9]=1.[F:18][C:19]([F:37])([F:36])[C:20]1[CH:24]=[C:23]([C:25]([F:28])([F:27])[F:26])[N:22]([C:29]2[CH:35]=[CH:34][C:32]([NH2:33])=[CH:31][CH:30]=2)[N:21]=1.C(=O)([O-])[O-].[K+].[K+]>ClCCl>[CH3:7][C:8]1[C:13]([C:14]([NH:33][C:32]2[CH:31]=[CH:30][C:29]([N:22]3[C:23]([C:25]([F:26])([F:27])[F:28])=[CH:24][C:20]([C:19]([F:37])([F:36])[F:18])=[N:21]3)=[CH:35][CH:34]=2)=[O:16])=[CH:12][N:11]=[C:10]([CH3:17])[CH:9]=1 |f:3.4.5|. Procedure details: Oxalyl chloride (8.7 ml) was added to a mixture of 4,6-dimethylnicotinic acid (15.1 g) and dichloromethane (150 ml) under ice cooling, followed by stirring at 15 to 20° C. for one hour. A mixture of 4-[3,5-bis(trifluoromethyl)-1H-pyrazol-1-yl]aniline (23.59 g) and dichloromethane (300 ml) was added to the resulting reaction solution, followed by stirring at room temperature for 18 hours. An aqueous 20% potassium carbonate solution (about 200 ml) was added to the reaction solution, from which the...